Dataset: the Open Reaction Database (ORD), a public repository of structured organic reaction records. Task: describe an organic reaction: reactants, conditions, products, and yield The reactants are O=C(NC(Cc1ccc(O)cc1)C(=O)O)OCc1ccccc1, COS(=O)(=O)OC, Cl, [Na+], [OH-]. Product: COc1ccc(CC(NC(=O)OCc2ccccc2)C(=O)O)cc1. RXN SMILES: [CH2:1]([c:2]1[cH:3][cH:4][cH:5][cH:6][cH:7]1)[O:8][C:9](=[O:10])[NH:11][CH:12]([CH2:13][c:14]1[cH:15][cH:16][c:17]([OH:20])[cH:18][cH:19]1)[C:21](=[O:22])[OH:23].[CH3:24][O:25][S:26]([O:27][CH3:28])(=[O:29])=[O:30].[ClH:31].[Na+:33].[OH-:32]>>[CH2:1]([c:2]1[cH:3][cH:4][cH:5][cH:6][cH:7]1)[O:8][C:9](=[O:10])[NH:11][CH:12]([CH2:13][c:14]1[cH:15][cH:16][c:17]([O:20][CH3:24])[cH:18][cH:19]1)[C:21](=[O:22])[OH:23]. Reactants: CS(=O)(=O)c1ncc(C(=O)Nc2ccc(F)cc2F)c(Nc2ccc(Oc3ccnc(C(N)=O)c3)c(F)c2)n1, N#C[K], CN(C)C=O. Yields the product N#Cc1ncc(C(=O)Nc2ccc(F)cc2F)c(Nc2ccc(Oc3ccnc(C(N)=O)c3)c(F)c2)n1. RXN SMILES: [C:1]([NH2:2])(=[O:3])[c:4]1[n:5][cH:6][cH:7][c:8]([O:10][c:11]2[c:12]([F:39])[cH:13][c:14]([NH:17][c:18]3[n:19][c:20]([S:35]([CH3:36])(=[O:37])=[O:38])[n:21][cH:22][c:23]3[C:24](=[O:25])[NH:26][c:27]3[c:28]([F:34])[cH:29][c:30]([F:33])[cH:31][cH:32]3)[cH:15][cH:16]2)[cH:9]1.[K:40][C:41]#[N:42].[O:43]=[CH:44][N:45]([CH3:46])[CH3:47]>>[C:1]([NH2:2])(=[O:3])[c:4]1[n:5][cH:6][cH:7][c:8]([O:10][c:11]2[c:12]([F:39])[cH:13][c:14]([NH:17][c:18]3[n:19][c:20]([C:41]#[N:42])[n:21][cH:22][c:23]3[C:24](=[O:25])[NH:26][c:27]3[c:28]([F:34])[cH:29][c:30]([F:33])[cH:31][cH:32]3)[cH:15][cH:16]2)[cH:9]1. The reactants are [BH4-], CCOC(=O)C=C(C)C=CC=C(C)C=O, CCO, Cl, [Na+], O. Product: CCOC(=O)C=C(C)C=CC=C(C)CO. RXN SMILES: [BH4-:19].[CH2:1]([CH3:2])[O:3][C:4]([CH:5]=[C:6]([CH:7]=[CH:8][CH:9]=[C:10]([CH3:11])[CH:12]=[O:13])[CH3:14])=[O:15].[CH3:16][CH2:17][OH:18].[ClH:21].[Na+:20].[OH2:22]>>[CH2:1]([CH3:2])[O:3][C:4]([CH:5]=[C:6]([CH:7]=[CH:8][CH:9]=[C:10]([CH3:11])[CH2:12][OH:13])[CH3:14])=[O:15]. The reactants are FC(C1=CC=C(COC2=CC=C(C=C2)CO)C=C1)(F)F ([4-(4-Trifluoromethyl-benzyloxy)-phenyl]-methanol), M-Cl, COC(COC1=C(C=C(C(=C1)OC)SCC1=CC=C(C=C1)OCC1=CC=C(C=C1)C(F)(F)F)C)=O ({5-Methoxy-2-methyl-4-[4-(4-trifluoromethyl-benzyloxy)-benzylsulfanyl]-phenoxy}-acetic acid methyl ester). Product: COC=1C(=CC(=C(OCC(=O)O)C1)C)SCC1=CC=C(C=C1)OCC1=CC=C(C=C1)C(F)(F)F ({5-Methoxy-2-methyl-4-[4-(4-trifluoromethyl-benzyloxy)-benzylsulfanyl]-phenoxy}-acetic acid). Reaction SMILES: FC(F)(F)C1C=CC(COC2C=CC(CO)=CC=2)=CC=1.C[O:22][C:23](=[O:55])[CH2:24][O:25][C:26]1[CH:31]=[C:30]([O:32][CH3:33])[C:29]([S:34][CH2:35][C:36]2[CH:41]=[CH:40][C:39]([O:42][CH2:43][C:44]3[CH:49]=[CH:48][C:47]([C:50]([F:53])([F:52])[F:51])=[CH:46][CH:45]=3)=[CH:38][CH:37]=2)=[CH:28][C:27]=1[CH3:54]>>[CH3:33][O:32][C:30]1[C:29]([S:34][CH2:35][C:36]2[CH:37]=[CH:38][C:39]([O:42][CH2:43][C:44]3[CH:45]=[CH:46][C:47]([C:50]([F:53])([F:52])[F:51])=[CH:48][CH:49]=3)=[CH:40][CH:41]=2)=[CH:28][C:27]([CH3:54])=[C:26]([CH:31]=1)[O:25][CH2:24][C:23]([OH:55])=[O:22]. Reported procedure: The title compound was prepared in the manner analogous to Example 3B using 14A. MS m/z 265 (M-Cl+1). Step 3. Preparation of {5-Methoxy-2-methyl-4-[4-(4-trifluoromethyl-benzyloxy)-benzylsulfanyl]-phenoxy}-acetic acid methyl ester (Compound 14C) Starting materials: C(C)(C)(C)C1=CC=C(C=C1)S(=O)(=O)Cl (4-tert-butylbenzenesulfonyl chloride), N[C@@H](CCN1CCC(CC1)C=1C=C(C=CC1)NC(C(C)C)=O)C1=CC=CC=C1 (N-(3-{1-[(3S)-3-amino-3-phenylpropyl]-4-piperidinyl}phenyl)-2-methylpropanamide). Product: C(C)(C)(C)C1=CC=C(C=C1)S(=O)(=O)N[C@@H](CCN1CCC(CC1)C=1C=C(C=CC1)NC(C(C)C)=O)C1=CC=CC=C1 (N-{3-[1-((3S)-3-{[(4-TERT-BUTYLPHENYL)SULFONYL]AMINO}-3-PHENYLPROPYL)-4-PIPERIDINYL]PHENYL}-2-METHYLPROPANAMIDE). Reaction SMILES: [C:1]([C:5]1[CH:10]=[CH:9][C:8]([S:11](Cl)(=[O:13])=[O:12])=[CH:7][CH:6]=1)([CH3:4])([CH3:3])[CH3:2].[NH2:15][C@H:16]([C:37]1[CH:42]=[CH:41][CH:40]=[CH:39][CH:38]=1)[CH2:17][CH2:18][N:19]1[CH2:24][CH2:23][CH:22]([C:25]2[CH:26]=[C:27]([NH:31][C:32](=[O:36])[CH:33]([CH3:35])[CH3:34])[CH:28]=[CH:29][CH:30]=2)[CH2:21][CH2:20]1>>[C:1]([C:5]1[CH:10]=[CH:9][C:8]([S:11]([NH:15][C@H:16]([C:37]2[CH:38]=[CH:39][CH:40]=[CH:41][CH:42]=2)[CH2:17][CH2:18][N:19]2[CH2:24][CH2:23][CH:22]([C:25]3[CH:26]=[C:27]([NH:31][C:32](=[O:36])[CH:33]([CH3:35])[CH3:34])[CH:28]=[CH:29][CH:30]=3)[CH2:21][CH2:20]2)(=[O:13])=[O:12])=[CH:7][CH:6]=1)([CH3:4])([CH3:3])[CH3:2]. Procedure: Prepared by Procedure Q1 and Scheme AC using 4-tert-butylbenzenesulfonyl chloride and N-(3-{1-[(3S)-3-amino-3-phenylpropyl]-4-piperidinyl}phenyl)-2-methylpropanamide: ESMS m/e: 576.2 (M+H)+.